This data is from the Open Reaction Database (ORD), a public repository of structured organic reaction records. The task is: describe an organic reaction: reactants, conditions, products, and yield Starting materials: CSC1=CC=C(C=C1)[N+](=O)[O-] (1-(methylsulfanyl)-4-nitrobenzene), [H][H] (hydrogen). Reagents/catalysts: [Ni] (Raney nickel). Solvent: CO (methanol). Product: CSC1=CC=C(N)C=C1 (4-(methylsulfanyl)aniline). Isolated yield 92.7%. Reaction SMILES: [CH3:1][S:2][C:3]1[CH:8]=[CH:7][C:6]([N+:9]([O-])=O)=[CH:5][CH:4]=1.[H][H]>[Ni].CO>[CH3:1][S:2][C:3]1[CH:8]=[CH:7][C:6]([NH2:9])=[CH:5][CH:4]=1. Reported procedure: A suspension of 1-(methylsulfanyl)-4-nitrobenzene (10.5 g, 0.062 mol) and Raney nickel (5 g) in methanol (250 ml) was hydrogenated in a round flask equipped with a balloon filled with hydrogen at room temperature for 16 hours. The resulting mixture was filtered and concentrated in vacuo to afford 8.0 g of 4-(methylsulfanyl)aniline as colorless oil. Reactants: ClC=1C=C(N)C=CC1 (3-chloroaniline), O=C1N(C2=CC=CC=C2C12C1=C(OC2)C=C2OCCC2=C1)CC=1C=C(C(=O)O)C=CC1 (3-[(2′-oxo-5,6-dihydrospiro[benzo[1,2-b:5,4-b′]difuran-3,3′-indol]-1′(2′H)-yl)methyl]benzoic acid), C1(CCCCC1)CN (cyclohexanemethylamine), O=C1N(C2=CC=CC=C2C12C1=C(OC2)C=C2OCCC2=C1)CC1=C(C(=O)O)C=CC=C1 (2-[(2′-oxo-5,6-dihydrospiro[benzo[1,2-b:5,4-b′]difuran-3,3′-indol]-1′(2′H)-yl)methyl]benzoic acid). Product: ClC=1C=C(C=CC1)NC(C1=C(C=CC=C1)CN1C(C2(C3=CC=CC=C13)C1=C(OC2)C=C2OCCC2=C1)=O)=O (N-(3-chlorophenyl)-2-[(2′-oxo-5,6-dihydrospiro[benzo[1,2-b:5,4-b′]difuran-3,3′-indol]-1′(2′H)-yl)methyl]benzamide). As a reaction SMILES: [Cl:1][C:2]1[CH:3]=[C:4]([CH:6]=[CH:7][CH:8]=1)[NH2:5].C1(CN)CCCCC1.[O:17]=[C:18]1[C:26]2([CH2:30][O:29][C:28]3[CH:31]=[C:32]4[C:36](=[CH:37][C:27]2=3)[CH2:35][CH2:34][O:33]4)[C:25]2[C:20](=[CH:21][CH:22]=[CH:23][CH:24]=2)[N:19]1[CH2:38][C:39]1[CH:47]=[CH:46][CH:45]=[CH:44][C:40]=1[C:41](O)=[O:42].O=C1C2(COC3C=C4C(=CC2=3)CCO4)C2C(=CC=CC=2)N1CC1C=C(C=CC=1)C(O)=O>>[Cl:1][C:2]1[CH:3]=[C:4]([NH:5][C:41](=[O:42])[C:40]2[CH:44]=[CH:45][CH:46]=[CH:47][C:39]=2[CH2:38][N:19]2[C:20]3[C:25](=[CH:24][CH:23]=[CH:22][CH:21]=3)[C:26]3([CH2:30][O:29][C:28]4[CH:31]=[C:32]5[C:36](=[CH:37][C:27]3=4)[CH2:35][CH2:34][O:33]5)[C:18]2=[O:17])[CH:6]=[CH:7][CH:8]=1. Procedure details: Following the procedure as described in EXAMPLE 12 and making non-critical variations using 3-chloroaniline to replace cyclohexanemethylamine, and 2-[(2′-oxo-5,6-dihydrospiro[benzo[1,2-b:5,4-b′]difuran-3,3′-indol]-1′(2′H)-yl)methyl]benzoic acid to replace 3-[(2′-oxo-5,6-dihydrospiro[benzo[1,2-b:5,4-b′]difuran-3,3′-indol]-1′(2′H)-yl)methyl]benzoic acid, N-(3-chlorophenyl)-2-[(2′-oxo-5,6-dihydrospiro[benzo[1,2-b:5,4-b′]difuran-3,3′-indol]-1′(2′H)-yl)methyl]benzamide was obtained (81%) as a colorle... Isolated yield 55.7%. The product is FC(C(C(C(C(C(C(C(F)(F)F)(F)F)(F)F)(F)F)(F)F)(F)F)(F)F)(S(=O)(=O)[O-])F.[Li+] (lithium perfluorooctanesulfonate). Solvent: O1CCCC1 (tetrahydrofuran). Reactants: FC(C(C(C(C(C(C(C(F)(F)F)(F)F)(F)F)(F)F)(F)F)(F)F)(F)F)(S(=O)(=O)F)F (perfluorooctanesulfonyl fluoride), C[Si]([O-])(C)C.[Li+] (lithium trimethylsilanolate). Procedure: The procedure of Example 1 was followed using perfluorooctanesulfonyl fluoride (11.8 g, 23.5 mmol), lithium trimethylsilanolate (2.25 g, 23.4 mmol), and dry tetrahydrofuran (150 mL). The product, lithium perfluorooctanesulfonate (6.6 g, 55% yield), was isolated as a white solid by concentrating the filtrate under vacuum: 19F NMR (tetrahydrofuran) δ -81.2 (t, J=8.5 Hz, CF3 --, 3F), -114.6 (m, --CF2CO2⊕, 2 F), -120.6 (m, --CF2, 2F), -121.7 (m, CF2, 6F), -122.7 (m, CF2, 2F), -126.2 ppm (m, CF3CF2, ... As a reaction SMILES: [F:1][C:2]([F:29])([S:25](F)(=[O:27])=[O:26])[C:3]([F:24])([F:23])[C:4]([F:22])([F:21])[C:5]([F:20])([F:19])[C:6]([F:18])([F:17])[C:7]([F:16])([F:15])[C:8]([F:14])([F:13])[C:9]([F:12])([F:11])[F:10].C[Si](C)(C)[O-:32].[Li+:35]>O1CCCC1>[F:1][C:2]([F:29])([S:25]([O-:32])(=[O:27])=[O:26])[C:3]([F:24])([F:23])[C:4]([F:22])([F:21])[C:5]([F:20])([F:19])[C:6]([F:18])([F:17])[C:7]([F:16])([F:15])[C:8]([F:14])([F:13])[C:9]([F:12])([F:11])[F:10].[Li+:35] |f:1.2,4.5|. The reactants are [N+](=O)([O-])C1=C(C(C(=O)O)O)C(=CC=C1)[N+](=O)[O-] (2,6-dinitromandelic acid), C(C(C)(C)C)O (neopentyl alcohol). The reagents and catalysts are OS(=O)(=O)O (H2SO4). Yields the product [N+](=O)([O-])C1=C(C(C(=O)OCC(C)(C)C)O)C(=CC=C1)[N+](=O)[O-] (neopentyl 2,6-dinitromandelate). RXN SMILES: [N+:1]([C:4]1[CH:14]=[CH:13][CH:12]=[C:11]([N+:15]([O-:17])=[O:16])[C:5]=1[CH:6]([OH:10])[C:7]([OH:9])=[O:8])([O-:3])=[O:2].[CH2:18](O)[C:19]([CH3:22])([CH3:21])[CH3:20]>OS(O)(=O)=O>[N+:1]([C:4]1[CH:14]=[CH:13][CH:12]=[C:11]([N+:15]([O-:17])=[O:16])[C:5]=1[CH:6]([OH:10])[C:7]([O:9][CH2:18][C:19]([CH3:22])([CH3:21])[CH3:20])=[O:8])([O-:3])=[O:2]. Procedure details: 2,6-dinitromandelic acid (4.00 g, 16.5 mmol) was added to an excess of neopentyl alcohol (20.0 g, 227 mmol) melted in a round bottom flask. To this solution was added 5 drops of H2SO4 and it was heated to reflux for 3 hours. The excess neopentyl alcohol was removed under reduced pressure, and the residue was purified by column chromatography over silica gel (60-200 mesh) using methylene chloride/hexane (1:1) as the eluant. The yield after two recrystallizations from CHCl3 /petroleum ether was 3....